Dataset: the Open Reaction Database (ORD), a public repository of structured organic reaction records. Task: describe an organic reaction: reactants, conditions, products, and yield The reactants are CC(C)(C)C(=C)C1=C(C=CC(=C1)C(=O)OC)C1=C(C=CC(=C1)OC)F (Methyl 2-(1-(1,1-dimethylethyl)ethenyl)-2′-fluoro-5′-(methyloxy)-1,1′-biphenyl-4-carboxylate), CN(C)C=O (DMF), S(=O)(Cl)Cl (thionyl chloride). Solvent: C(Cl)Cl (DCM). Run at time 1.5 hour. Yields the product ClCC1=CC(=C(C=C1)C1=C(C=CC(=C1)OC)F)C(=C)C(C)(C)C (4-(Chloromethyl)-2-(1(1,1-dimethylethyl)ethenyl)-2′-fluoro-5′-(methyloxy)-1,1′-biphenyl). The yield is 93.9%. Reaction SMILES: [CH3:1][C:2]([C:5]([C:7]1[CH:12]=[C:11]([C:13](OC)=O)[CH:10]=[CH:9][C:8]=1[C:17]1[CH:22]=[C:21]([O:23][CH3:24])[CH:20]=[CH:19][C:18]=1[F:25])=[CH2:6])([CH3:4])[CH3:3].CN(C=O)C.S(Cl)([Cl:33])=O>C(Cl)Cl>[Cl:33][CH2:13][C:11]1[CH:10]=[CH:9][C:8]([C:17]2[CH:22]=[C:21]([O:23][CH3:24])[CH:20]=[CH:19][C:18]=2[F:25])=[C:7]([C:5]([C:2]([CH3:4])([CH3:3])[CH3:1])=[CH2:6])[CH:12]=1. Procedure: To a stirred solution of 66.18F (0.050 g, 0.16 mmol) in DCM (2.00 mL) at 0 C was added DMF (0.0012 mL), followed by thionyl chloride (0.023 mL, 0.32 mmol). The reaction was then stirred for 1.5 hours and then concentrated in vacuo. The product was purified on silica gel (0-10% EtOAc in hexanes) to yield 69.15A as a colorless oil (0.050 g, 94% yield). The reactants are NC=1N=CC(=NC1C1=CC(=C(C=C1)C(=O)OC(C)(C)C)F)C(=O)OCC (ethyl 5-amino-6-(4-(tert-butoxycarbonyl)-3-fluorophenyl)pyrazine-2-carboxylate), C(=O)(C(F)(F)F)O (TFA), resultant solution. Solvent: C(Cl)Cl (DCM). Product: NC=1C(=NC(=CN1)C(=O)OCC)C1=CC(=C(C(=O)O)C=C1)F (4-(3-amino-6-(ethoxycarbonyl)pyrazin-2-yl)-2-fluorobenzoic acid), C(=O)(C(F)(F)F)O (TFA). As a reaction SMILES: [NH2:1][C:2]1[N:3]=[CH:4][C:5]([C:22]([O:24][CH2:25][CH3:26])=[O:23])=[N:6][C:7]=1[C:8]1[CH:13]=[CH:12][C:11]([C:14]([O:16]C(C)(C)C)=[O:15])=[C:10]([F:21])[CH:9]=1.[C:27]([OH:33])([C:29]([F:32])([F:31])[F:30])=[O:28]>C(Cl)Cl>[NH2:1][C:2]1[C:7]([C:8]2[CH:13]=[CH:12][C:11]([C:14]([OH:16])=[O:15])=[C:10]([F:21])[CH:9]=2)=[N:6][C:5]([C:22]([O:24][CH2:25][CH3:26])=[O:23])=[CH:4][N:3]=1.[C:27]([OH:33])([C:29]([F:32])([F:31])[F:30])=[O:28]. Reported procedure: To a solution of ethyl 5-amino-6-(4-(tert-butoxycarbonyl)-3-fluorophenyl)pyrazine-2-carboxylate (0.253 g, 0.7 mmol) in DCM (4 mL) at RT was added TFA (2.157 mL, 28.0 mmol). The resultant solution was stirred at RT for 2 hours. The reaction solution was concentrated and further dried to afford the crude desired product as a TFA salt. This product was directly used at the next step. 0.214 g (100% yield) of light sticky liquid was obtained. LC-MS (m/z): 306.1 (MH+), 0.563 min.